From a dataset of the Open Reaction Database (ORD), a public repository of structured organic reaction records. describe an organic reaction: reactants, conditions, products, and yield Run at time 1 hour. As a reaction SMILES: C[Si](C)(C)[C:3]#[C:4][C:5]1([OH:11])[CH2:10][CH2:9][CH2:8][CH2:7][CH2:6]1.[F-].C([N+](CCCC)(CCCC)CCCC)CCC>O1CCCC1>[C:4]([C:5]1([OH:11])[CH2:10][CH2:9][CH2:8][CH2:7][CH2:6]1)#[CH:3] |f:1.2|. Product: C(#C)C1(CCCCC1)O (1-(1-Ethynyl)cyclohexanol). The solvent is O1CCCC1 (tetrahydrofuran), O1CCCC1 (tetrahydrofuran). Starting materials: [F-].C(CCC)[N+](CCCC)(CCCC)CCCC (tetra-n-butylammonium fluoride), solution, C[Si](C#CC1(CCCCC1)O)(C)C (1-(2-trimethylsilyl-1-ethynyl)cyclohexanol). Procedure details: Dissolve 1-(2-trimethylsilyl-1-ethynyl)cyclohexanol (1.79 g, 9.13 mmol) in tetrahydrofuran (11 mL) and place under an argon atmosphere. Add, by dropwise addition, tetra-n-butylammonium fluoride (11 mL of a 1M solution in tetrahydrofuran, 11 mmol). Stir for 1 hour at room temperature and partition between methylene chloride and water. Separate the organic phase, wash with saturated aqueous sodium chloride, dry (MgSO4), filter and evaporate the solvent in vacuo to give the title compound. Reactants: Clc1ccnc2ccc(Br)cc12, Cl, Cl, c1ccc(OC2CCNCC2)nc1. Product: Brc1ccc2nccc(N3CCC(Oc4ccccn4)CC3)c2c1. Reaction SMILES: [Br:1][c:2]1[cH:3][c:4]2[c:5]([Cl:12])[cH:6][cH:7][n:8][c:9]2[cH:10][cH:11]1.[ClH:13].[ClH:14].[NH:15]1[CH2:16][CH2:17][CH:18]([O:21][c:22]2[n:23][cH:24][cH:25][cH:26][cH:27]2)[CH2:19][CH2:20]1>>[Br:1][c:2]1[cH:3][c:4]2[c:5]([N:15]3[CH2:16][CH2:17][CH:18]([O:21][c:22]4[n:23][cH:24][cH:25][cH:26][cH:27]4)[CH2:19][CH2:20]3)[cH:6][cH:7][n:8][c:9]2[cH:10][cH:11]1. Yields the product Cl.CC=1C=C(C=C2NC=C(CCN)C12)C (4,6-Dimethyltryptamine hydrochloride). Reaction SMILES: [ClH:1].C[C:3]1C=C2[C:6]([NH:7]C=C2CCN)=[C:5](Br)[CH:4]=1.Cl.[CH3:17][C:18]1[CH:19]=[C:20]([NH:25]N)[CH:21]=[C:22]([CH3:24])[CH:23]=1>>[ClH:1].[CH3:17][C:18]1[CH:23]=[C:22]([CH3:24])[CH:21]=[C:20]2[C:19]=1[C:4]([CH2:5][CH2:6][NH2:7])=[CH:3][NH:25]2 |f:0.1,2.3,4.5|. The reactants are Cl.CC1=CC(=C2NC=C(CCN)C2=C1)Br (5-methyl-7-bromotryptamine hydrochloride), Cl.CC=1C=C(C=C(C1)C)NN (3,5-dimethylphenylhydrazine hydrochloride). Procedure: 4,6-Dimethyltryptamine hydrochloride was prepared (1.06 g) as described for 5-methyl-7-bromotryptamine hydrochloride in Example 4, except using 3,5-dimethylphenylhydrazine hydrochloride (7.65 g) as starting material. ##STR53## Starting materials: C(=O)(O)[O-].[Na+] (NaHCO3), N[C@H](C(=O)N1CCN(CC1)C(C1=CC=C(C=C1)F)C1=CC=C(C=C1)F)CC1=CC=CC=C1 ((S)-2-Amino-1-(4-[bis-(4-fluoro-phenyl)-methyl]-piperazin-1-yl}-3-phenyl-propan-1-one), CC(=O)C (acetone), C(C)(=O)O[BH-](OC(C)=O)OC(C)=O.[Na+] (sodium triacetoxyborohydride). The solvent is C(Cl)Cl (CH2Cl2). Conditions: time 30 minute. Yields the product FC1=CC=C(C=C1)C(N1CCN(CC1)C([C@H](CC1=CC=CC=C1)NC(C)C)=O)C1=CC=C(C=C1)F ((S)-1-{4-[Bis-(4-fluoro-phenyl)-methyl]-piperazin-1-yl}-2-isopropylamino-3-phenyl-propan-1-one). Isolated yield 83.8%. As a reaction SMILES: [NH2:1][C@@H:2]([CH2:26][C:27]1[CH:32]=[CH:31][CH:30]=[CH:29][CH:28]=1)[C:3]([N:5]1[CH2:10][CH2:9][N:8]([CH:11]([C:19]2[CH:24]=[CH:23][C:22]([F:25])=[CH:21][CH:20]=2)[C:12]2[CH:17]=[CH:16][C:15]([F:18])=[CH:14][CH:13]=2)[CH2:7][CH2:6]1)=[O:4].[CH3:33][C:34]([CH3:36])=O.C(O[BH-](OC(=O)C)OC(=O)C)(=O)C.[Na+].C([O-])(O)=O.[Na+]>C(Cl)Cl>[F:18][C:15]1[CH:14]=[CH:13][C:12]([CH:11]([C:19]2[CH:24]=[CH:23][C:22]([F:25])=[CH:21][CH:20]=2)[N:8]2[CH2:7][CH2:6][N:5]([C:3](=[O:4])[C@@H:2]([NH:1][CH:34]([CH3:36])[CH3:33])[CH2:26][C:27]3[CH:32]=[CH:31][CH:30]=[CH:29][CH:28]=3)[CH2:10][CH2:9]2)=[CH:17][CH:16]=1 |f:2.3,4.5|. Reported procedure: (S)-2-Amino-1-{4-[bis-(4-fluoro-phenyl)-methyl]-piperazin-1-yl}-3-phenyl-propan-1-one (0.500 g, 1.15 mmol, Example 52) and acetone (0.084 mL, 1.15 mmol) were mixed in CH2Cl2 (6 mL). After stirring at ambient temperature under nitrogen atmosphere for 30 minutes, the solution was cooled to 0° C. in an ice-water bath. To this solution was added sodium triacetoxyborohydride (0.365 g, 1.72 mmol). The resulting reaction mixture was stirred for, in succession, 30 minutes at 0° C. and 12 hours at ambien... The reactants are CN(C)C=O, Cn1nc(C2CCC2)cc1N, O=C(Cl)Oc1ccccc1. Product: Cn1nc(C2CCC2)cc1NC(=O)Oc1ccccc1. RXN SMILES: [CH3:22][N:23]([CH3:24])[CH:25]=[O:26].[CH:1]1([c:5]2[cH:6][c:7]([NH2:11])[n:8]([CH3:10])[n:9]2)[CH2:2][CH2:3][CH2:4]1.[c:12]1([O:18][C:19](=[O:20])[Cl:21])[cH:13][cH:14][cH:15][cH:16][cH:17]1>>[CH:1]1([c:5]2[cH:6][c:7]([NH:11][C:19]([O:18][c:12]3[cH:13][cH:14][cH:15][cH:16][cH:17]3)=[O:20])[n:8]([CH3:10])[n:9]2)[CH2:2][CH2:3][CH2:4]1. Reactants: C(C1=CC=CC=C1)NC([C@@H]1NC(CC1)=O)=O (N-benzyl-5-oxo-D-prolinamide), [H-].[Al+3].[Li+].[H-].[H-].[H-] (lithium aluminum hydride), O (water), [OH-].[Na+] (sodium hydroxide), O (water). Solvent: O1CCCC1 (tetrahydrofuran), O1CCCC1 (tetrahydrofuran). Reaction conditions: temperature 60 celsius. Product: C1(=CC=CC=C1)CNC[C@@H]1NCCC1 (1-phenyl-N-[(2R)-pyrrolidin-2-ylmethyl]methanamine). Isolated yield 93.3%. As a reaction SMILES: [H-].[Al+3].[Li+].[H-].[H-].[H-].[CH2:7]([NH:14][C:15](=O)[C@H:16]1[CH2:20][CH2:19][C:18](=O)[NH:17]1)[C:8]1[CH:13]=[CH:12][CH:11]=[CH:10][CH:9]=1.O.[OH-].[Na+]>O1CCCC1>[C:8]1([CH2:7][NH:14][CH2:15][C@H:16]2[CH2:20][CH2:19][CH2:18][NH:17]2)[CH:9]=[CH:10][CH:11]=[CH:12][CH:13]=1 |f:0.1.2.3.4.5,8.9|. Procedure details: To a suspension of lithium aluminum hydride (5.40 g) in tetrahydrofuran (150 mL) was added dropwise a suspension (350 mL) of N-benzyl-5-oxo-D-prolinamide (11.0 g) in tetrahydrofuran under ice-cooling, and the mixture was stirred with heating at 60° C. for 14 hr. The reaction mixture was cooled to 0° C., water (10.8 mL), 1M aqueous sodium hydroxide solution (5.4 mL) and water (5.4 mL) were added, and the resultant insoluble material was filtered off. The filtrate was concentrated under reduced pr...